The task is: describe an organic reaction: reactants, conditions, products, and yield. This data is from the Open Reaction Database (ORD), a public repository of structured organic reaction records. Starting materials: COC(=O)[C@]1(N(C[C@H](C1)N)CC1CCCCC1)C ((2S,4S)-4-amino-1-cyclohexylmethyl-2-methyl-pyrrolidine-2-carboxylic acid methyl ester), OC1=C(C=CC2=CC=CC=C12)C(=O)O (1-hydroxy-naphthalene-2-carboxylic acid). Procedure details: (2S,4S)-1-Cyclohexylmethyl-4-[(1-hydroxy-naphthalene-2-carbonyl)-amino]-2-methyl-pyrrolidine-2-carboxylic acid methyl ester was prepared from (2S,4S)-4-amino-1-cyclohexylmethyl-2-methyl-pyrrolidine-2-carboxylic acid methyl ester and 1-hydroxy-naphthalene-2-carboxylic acid in an analogous manner to example 1. MS calcd. for C25H33N2O4 [(M+H)+] 425, obsd. 425. Yields the product COC(=O)[C@]1(N(C[C@H](C1)NC(=O)C1=C(C2=CC=CC=C2C=C1)O)CC1CCCCC1)C ((2S,4S)-1-Cyclohexylmethyl-4-[(1-hydroxy-naphthalene-2-carbonyl)-amino]-2-methyl-pyrrolidine-2-carboxylic acid methyl ester). RXN SMILES: [CH3:1][O:2][C:3]([C@:5]1([CH3:18])[CH2:9][C@H:8]([NH2:10])[CH2:7][N:6]1[CH2:11][CH:12]1[CH2:17][CH2:16][CH2:15][CH2:14][CH2:13]1)=[O:4].[OH:19][C:20]1[C:29]2[C:24](=[CH:25][CH:26]=[CH:27][CH:28]=2)[CH:23]=[CH:22][C:21]=1[C:30](O)=[O:31]>>[CH3:1][O:2][C:3]([C@:5]1([CH3:18])[CH2:9][C@H:8]([NH:10][C:30]([C:21]2[CH:22]=[CH:23][C:24]3[C:29](=[CH:28][CH:27]=[CH:26][CH:25]=3)[C:20]=2[OH:19])=[O:31])[CH2:7][N:6]1[CH2:11][CH:12]1[CH2:17][CH2:16][CH2:15][CH2:14][CH2:13]1)=[O:4].